This data is from the Open Reaction Database (ORD), a public repository of structured organic reaction records. The task is: describe an organic reaction: reactants, conditions, products, and yield Starting materials: BrC1=C2C(=C(C=NC2=CC=C1)N)NCC(C)C (5-bromo-N4-(2-methylpropyl)quinoline-3,4-diamine), C(OCC)(OCC)OCC (triethyl orthoformate), Cl.N1=CC=CC=C1 (pyridine hydrochloride). Solvent: C(C)#N (acetonitrile). Yields the product BrC=1C=2C3=C(C=NC2C=CC1)N=CN3CC(C)C (9-bromo-1-(2-methylpropyl)-1H-imidazo[4,5-c]quinoline). Reaction SMILES: [Br:1][C:2]1[CH:11]=[CH:10][CH:9]=[C:8]2[C:3]=1[C:4]([NH:13][CH2:14][CH:15]([CH3:17])[CH3:16])=[C:5]([NH2:12])[CH:6]=[N:7]2.[CH:18](OCC)(OCC)OCC.Cl.N1C=CC=CC=1>C(#N)C>[Br:1][C:2]1[C:3]2[C:4]3[N:13]([CH2:14][CH:15]([CH3:17])[CH3:16])[CH:18]=[N:12][C:5]=3[CH:6]=[N:7][C:8]=2[CH:9]=[CH:10][CH:11]=1 |f:2.3|. Reported procedure: A mixture of 5-bromo-N4-(2-methylpropyl)quinoline-3,4-diamine (1.0 g, 3.4 mmol), triethyl orthoformate (0.9 mL, 5 mmol), and pyridine hydrochloride (117 mg, 1.0 mmol) in acetonitrile (17 mL) was heated at reflux overnight. The reaction mixture was concentrated under reduced pressure, and the residue was purified by HPFC (eluting with chloroform:CMA in a gradient from 100:0 to 70:30) to provide 9-bromo-1-(2-methylpropyl)-1H-imidazo[4,5-c]quinoline as a dark oil. Reactants: O (Water), N[C@@H](CO)CC (2-(R)-aminobutanol), [OH-].[Na+] (NaOH), C1(=CC=CC=C1)S(=O)(=O)Cl (Benzenesulfonyl chloride). The solvent is C1(=CC=CC=C1)C (toluene). Conditions: temperature 62 celsius. Product: C1(=CC=CC=C1)S(=O)(=O)N1[C@@H](C1)CC (1-benzenesulfonyl-2(R)-ethylaziridine). Isolated yield 70.7%. As a reaction SMILES: [NH2:1][C@H:2]([CH2:5][CH3:6])[CH2:3]O.[OH-].[Na+].[C:9]1([S:15](Cl)(=[O:17])=[O:16])[CH:14]=[CH:13][CH:12]=[CH:11][CH:10]=1.O>C1(C)C=CC=CC=1>[C:9]1([S:15]([N:1]2[CH2:3][C@H:2]2[CH2:5][CH3:6])(=[O:17])=[O:16])[CH:14]=[CH:13][CH:12]=[CH:11][CH:10]=1 |f:1.2|. Procedure details: Four grams of 2-(R)-aminobutanol and 7.2 grams of NaOH are suspended in toluene in a round bottom flask at ambient temperature. Benzenesulfonyl chloride (16.7 g) is added with agitation in one portion. The resulting white suspension is heated at 62° C. for 6 hours. Water (90 mL) is added and the layers are separated. The organic layer is washed with 70 ml of water, dried over magnesium sulfate and concentrated to provide 1-benzenesulfonyl-2(R)-ethylaziridine (6.7 g) as a colorless oil which is p... Reactants: FC=1C=C(C=CC1OC1=CC=NC2=CC(=CC=C12)OCC(C)(C)O)NC(=O)C=1C(N(N(C1C)C)C1=CC=CC=C1)=O (N-(3-fluoro-4-((7-(2-hydroxy-2-methylpropoxy)quinolin-4-yl)oxy)phenyl)-1,5-dimethyl-3-oxo-2-phenyl-2,3-dihydro-1H-pyrazole-4-carboxamide), C1(=CC=CC=C1)S(=O)(=O)O (benzenesulfonic acid). Run in C(Cl)Cl.CO (DCM MeOH), CO (MeOH). The product is C1(=CC=CC=C1)S(=O)(=O)O.FC=1C=C(C=CC1OC1=CC=NC2=CC(=CC=C12)OCC(C)(C)O)NC(=O)C=1C(N(N(C1C)C)C1=CC=CC=C1)=O (N-(3-fluoro-4-((7-(2-hydroxy-2-methylpropoxy)quinolin-4-yl)oxy)phenyl)-1,5-dimethyl-3-oxo-2-phenyl-2,3-dihydro-1H-pyrazole-4-carboxamide benzenesulfonate), solid. Isolated yield 71.5%. Reaction SMILES: [F:1][C:2]1[CH:3]=[C:4]([NH:25][C:26]([C:28]2[C:29](=[O:41])[N:30]([C:35]3[CH:40]=[CH:39][CH:38]=[CH:37][CH:36]=3)[N:31]([CH3:34])[C:32]=2[CH3:33])=[O:27])[CH:5]=[CH:6][C:7]=1[O:8][C:9]1[C:18]2[C:13](=[CH:14][C:15]([O:19][CH2:20][C:21]([OH:24])([CH3:23])[CH3:22])=[CH:16][CH:17]=2)[N:12]=[CH:11][CH:10]=1.[C:42]1([S:48]([OH:51])(=[O:50])=[O:49])[CH:47]=[CH:46][CH:45]=[CH:44][CH:43]=1>C(Cl)Cl.CO.CO>[C:42]1([S:48]([OH:51])(=[O:50])=[O:49])[CH:47]=[CH:46][CH:45]=[CH:44][CH:43]=1.[F:1][C:2]1[CH:3]=[C:4]([NH:25][C:26]([C:28]2[C:29](=[O:41])[N:30]([C:35]3[CH:36]=[CH:37][CH:38]=[CH:39][CH:40]=3)[N:31]([CH3:34])[C:32]=2[CH3:33])=[O:27])[CH:5]=[CH:6][C:7]=1[O:8][C:9]1[C:18]2[C:13](=[CH:14][C:15]([O:19][CH2:20][C:21]([OH:24])([CH3:23])[CH3:22])=[CH:16][CH:17]=2)[N:12]=[CH:11][CH:10]=1 |f:2.3,5.6|. Reported procedure: The title compound was prepared according to the procedure described in Example of 5 by using N-(3-fluoro-4-((7-(2-hydroxy-2-methylpropoxy)quinolin-4-yl)oxy)phenyl)-1,5-dimethyl-3-oxo-2-phenyl-2,3-dihydro-1H-pyrazole-4-carboxamide (650 mg, 1.17 mmol) in DCM/MeOH (30 mL, v/v=1:2), and a solution of benzenesulfonic acid (194 mg, 1.22 mmol) in MeOH (1.5 mL). The title compound was obtained as a white solid (595 mg, 71.5%).